Dataset: the Open Reaction Database (ORD), a public repository of structured organic reaction records. Task: describe an organic reaction: reactants, conditions, products, and yield Reactants: COC1=CC=C(C=C1)CC(=O)OCC (ethyl p-methoxyphenylacetate), C(C)OC(N(C)C)OCC (dimethylformamide diethylacetal). Run at temperature 135 celsius. Product: COC1=CC=C(C=C1)C(C(=O)OCC)=CN(C)C (ethyl α-(p-methoxyphenyl)-β-(dimethylamino)acrylate). As a reaction SMILES: [CH3:1][O:2][C:3]1[CH:8]=[CH:7][C:6]([CH2:9][C:10]([O:12][CH2:13][CH3:14])=[O:11])=[CH:5][CH:4]=1.C(O[CH:18](OCC)[N:19]([CH3:21])[CH3:20])C>>[CH3:1][O:2][C:3]1[CH:4]=[CH:5][C:6]([C:9](=[CH:18][N:19]([CH3:21])[CH3:20])[C:10]([O:12][CH2:13][CH3:14])=[O:11])=[CH:7][CH:8]=1. Reported procedure: 2 g (0.0103 mol) of ethyl p-methoxyphenylacetate and 9.1 g (10.6 ml, 0.0618 mol) of dimethylformamide diethylacetal were mixed in a 100 ml balloon flask provided with reflux cooler, magnetic stirring and thermometer. The thus obtained solution was heated to reflux (135° C.) for 20 hours. Then the dimethylformamide diethylacetal and the unreacted ethyl p-methoxyphenylacetate were removed by distillation under vacuum, the desired product being obtained as distillation residue. 2,14 g of ethyl α-(p... The reactants are CC(=O)O[BH-](OC(C)=O)OC(C)=O, CC(C)(C)OC(=O)N1CCC(C=O)CC1, CC(=O)O, ClCCCl, ClCCl, Cc1cc2c(c(C)c1C(F)(F)F)NCCCC2N(Cc1cc(C(F)(F)F)cc(C(F)(F)F)c1)c1nnn(C)n1, [Na+]. Yields the product Cc1cc2c(c(C)c1C(F)(F)F)N(CC1CCN(C(=O)OC(C)(C)C)CC1)CCCC2N(Cc1cc(C(F)(F)F)cc(C(F)(F)F)c1)c1nnn(C)n1. RXN SMILES: [C:1]([O:2][BH-:3]([O:4][C:5](=[O:6])[CH3:7])[O:8][C:9](=[O:10])[CH3:11])(=[O:12])[CH3:13].[C:54]([CH3:55])([CH3:56])([CH3:57])[O:58][C:59](=[O:60])[N:61]1[CH2:62][CH2:63][CH:64]([CH:67]=[O:68])[CH2:65][CH2:66]1.[CH3:69][C:70](=[O:71])[OH:72].[Cl:73][CH2:74][CH2:75][Cl:76].[Cl:77][CH2:78][Cl:79].[F:15][C:16]([c:17]1[cH:18][c:19]([CH2:20][N:21]([c:22]2[n:23][n:24][n:25]([CH3:27])[n:26]2)[CH:28]2[c:29]3[c:30]([c:35]([CH3:44])[c:36]([C:40]([F:41])([F:42])[F:43])[c:37]([CH3:39])[cH:38]3)[NH:31][CH2:32][CH2:33][CH2:34]2)[cH:45][c:46]([C:48]([F:49])([F:50])[F:51])[cH:47]1)([F:52])[F:53].[Na+:14]>>[F:15][C:16]([c:17]1[cH:18][c:19]([CH2:20][N:21]([c:22]2[n:23][n:24][n:25]([CH3:27])[n:26]2)[CH:28]2[c:29]3[c:30]([c:35]([CH3:44])[c:36]([C:40]([F:41])([F:42])[F:43])[c:37]([CH3:39])[cH:38]3)[N:31]([CH2:67][CH:64]3[CH2:63][CH2:62][N:61]([C:59]([O:58][C:54]([CH3:55])([CH3:56])[CH3:57])=[O:60])[CH2:66][CH2:65]3)[CH2:32][CH2:33][CH2:34]2)[cH:45][c:46]([C:48]([F:49])([F:50])[F:51])[cH:47]1)([F:52])[F:53]. The reactants are BrC1=C(C(=C(C(=C1)C1=NC=CC=C1)NC(C(C)(C)C)=O)[N+](=O)[O-])F (N-(4-bromo-3-fluoro-2-nitro-6-(pyridin-2-yl)phenyl)pivalamide), OS(=O)(=O)O (H2SO4), [OH-].[Na+] (NaOH). Run in ice, aqueous solution. The product is BrC1=C(C(=C(N)C(=C1)C1=NC=CC=C1)[N+](=O)[O-])F (4-bromo-3-fluoro-2-nitro-6-(pyridin-2-yl)aniline). The yield is 84.0%. As a reaction SMILES: [Br:1][C:2]1[CH:7]=[C:6]([C:8]2[CH:13]=[CH:12][CH:11]=[CH:10][N:9]=2)[C:5]([NH:14]C(=O)C(C)(C)C)=[C:4]([N+:21]([O-:23])=[O:22])[C:3]=1[F:24].OS(O)(=O)=O.[OH-].[Na+]>>[Br:1][C:2]1[CH:7]=[C:6]([C:8]2[CH:13]=[CH:12][CH:11]=[CH:10][N:9]=2)[C:5]([NH2:14])=[C:4]([N+:21]([O-:23])=[O:22])[C:3]=1[F:24] |f:2.3|. Procedure details: A solution of N-(4-bromo-3-fluoro-2-nitro-6-(pyridin-2-yl)phenyl)pivalamide (7.50 g, 18.93 mmol) in 70% aqueous solution of H2SO4 (31.2 mL) was heated up to 80° C. for 30 min. After completion of reaction (by TLC), the mixture was poured onto 100 mL of crushed ice and basified up to pH 6 to 7 by 20% NaOH solution. Precipitated solid was filtered and dried under vacuum to obtain the desired product as a yellow solid (4.96 g, 84%). Starting materials: C([O-])([O-])=O.[Na+].[Na+] (sodium carbonate), C([O-])([O-])=O.[Na+].[Na+] (sodium carbonate), C([O-])([O-])=O.[Na+].[Na+] (sodium carbonate). Run in O (water). The product is O.C([O-])([O-])=O.[Na+].[Na+] (sodium carbonate monohydrate), C([O-])([O-])=O.[Na+].[Na+] (sodium carbonate). Reaction SMILES: [C:1](=[O:4])([O-:3])[O-:2].[Na+:5].[Na+]>O>[OH2:2].[C:1](=[O:2])([O-:4])[O-:3].[Na+:5].[Na+:5].[C:1](=[O:2])([O-:4])[O-:3].[Na+:5].[Na+:5] |f:0.1.2,4.5.6.7,8.9.10|. Procedure details: In this preferred embodiment of the process according to the invention, use is advantageously made of the sodium carbonate hydrate obtained by means of an operating procedure comprising an impregnation of anhydrous sodium carbonate with water and a drying of the product resulting from the impregnation at a temperature above the transition temperature of sodium carbonate heptahydrate to sodium carbonate monohydrate and lower than the boiling temperature of water. The sodium carbonate employed in ... Reactants: C1CCOC1, [Cl-], [Cl-], ClCCl, Clc1ccc(I)nn1, Cl, Fc1ccc(-c2nc3occn3c2I)c(F)c1, CN(C)C=O, [Zn+2], c1ccc(P(c2ccccc2)(c2ccccc2)[Pd](P(c2ccccc2)(c2ccccc2)c2ccccc2)(P(c2ccccc2)(c2ccccc2)c2ccccc2)P(c2ccccc2)(c2ccccc2)c2ccccc2)cc1. The product is Fc1ccc(-c2nc3occn3c2-c2ccc(Cl)nn2)c(F)c1. Reaction SMILES: [CH2:32]1[O:33][CH2:34][CH2:35][CH2:36]1.[Cl-:37].[Cl-:39].[Cl:117][CH2:118][Cl:119].[Cl:18][c:19]1[n:20][n:21][c:22]([I:25])[cH:23][cH:24]1.[ClH:31].[F:1][c:2]1[c:3](-[c:9]2[n:10][c:11]3[o:12][cH:13][cH:14][n:15]3[c:16]2[I:17])[cH:4][cH:5][c:6]([F:8])[cH:7]1.[O:26]=[CH:27][N:28]([CH3:29])[CH3:30].[Zn+2:38].[cH:40]1[cH:41][cH:42][c:43]([P:44]([Pd:45]([P:46]([c:47]2[cH:48][cH:49][cH:50][cH:51][cH:52]2)([c:53]2[cH:54][cH:55][cH:56][cH:57][cH:58]2)[c:59]2[cH:60][cH:61][cH:62][cH:63][cH:64]2)([P:65]([c:66]2[cH:67][cH:68][cH:69][cH:70][cH:71]2)([c:72]2[cH:73][cH:74][cH:75][cH:76][cH:77]2)[c:78]2[cH:79][cH:80][cH:81][cH:82][cH:83]2)[P:84]([c:85]2[cH:86][cH:87][cH:88][cH:89][cH:90]2)([c:91]2[cH:92][cH:93][cH:94][cH:95][cH:96]2)[c:97]2[cH:98][cH:99][cH:100][cH:101][cH:102]2)([c:103]2[cH:104][cH:105][cH:106][cH:107][cH:108]2)[c:109]2[cH:110][cH:111][cH:112][cH:113][cH:114]2)[cH:115][cH:116]1>>[F:1][c:2]1[c:3](-[c:9]2[n:10][c:11]3[o:12][cH:13][cH:14][n:15]3[c:16]2-[c:22]2[n:21][n:20][c:19]([Cl:18])[cH:24][cH:23]2)[cH:4][cH:5][c:6]([F:8])[cH:7]1. Reactants: C(C1=CC=CC=C1)C1=NC=2N(C(N(C(C2N1)=O)CCC)=O)CCC1=CC=C(C=C1)[N+](=O)[O-] (8-benzyl-3-[2-(4-nitrophenyl)ethyl]-1-propylxanthine), C([O-])([O-])=O.[Na+].[Na+] (sodium carbonate), C(C)N (ethylamine), ClCCCl (1,2-dichloroethane). Yields the product C(C1=CC=CC=C1)C1=NC=2N(C(N(C(C2N1CCNCC)=O)CCC)=O)CCC1=CC=C(C=C1)[N+](=O)[O-] (8-benzyl-7-(2-ethylamino)ethyl-3-[2-(4-nitrophenyl)ethyl]-1-propylxanthine). RXN SMILES: [CH2:1]([C:8]1[NH:16][C:15]2[C:14](=[O:17])[N:13]([CH2:18][CH2:19][CH3:20])[C:12](=[O:21])[N:11]([CH2:22][CH2:23][C:24]3[CH:29]=[CH:28][C:27]([N+:30]([O-:32])=[O:31])=[CH:26][CH:25]=3)[C:10]=2[N:9]=1)[C:2]1[CH:7]=[CH:6][CH:5]=[CH:4][CH:3]=1.C(=O)([O-])[O-].[Na+].[Na+].[CH2:39]([NH2:41])[CH3:40].Cl[CH2:43][CH2:44]Cl>>[CH2:1]([C:8]1[N:16]([CH2:40][CH2:39][NH:41][CH2:43][CH3:44])[C:15]2[C:14](=[O:17])[N:13]([CH2:18][CH2:19][CH3:20])[C:12](=[O:21])[N:11]([CH2:22][CH2:23][C:24]3[CH:29]=[CH:28][C:27]([N+:30]([O-:32])=[O:31])=[CH:26][CH:25]=3)[C:10]=2[N:9]=1)[C:2]1[CH:7]=[CH:6][CH:5]=[CH:4][CH:3]=1 |f:1.2.3|. Reported procedure: By the method of Example 3, 8-benzyl-3-[2-(4-nitrophenyl)ethyl]-1-propylxanthine, is reacted with sodium carbonate, 1,2-dichloroethane and ethylamine to yield 8-benzyl-7-(2-ethylamino)ethyl-3-[2-(4-nitrophenyl)ethyl]-1-propylxanthine. By the method of Example 4, 8-benzyl-7-(2-ethylamino)ethyl-3-[2-(4-nitrophenyl)ethyl]-1-propylxanthine is reduced with hydrazine hydrate or hydrogen gas in the presence of a palladium catalyst to yield 3-[2-(4-aminophenyl)ethyl]-8-benzyl-7-(2-ethylamino)ethyl-1-pro... Starting materials: CCO, CSc1nccn1NCc1cc(C(C)(C)C)c(O)c(C(C)(C)C)c1. The product is CC(C)(C)c1cc(CNn2ccnc2)cc(C(C)(C)C)c1O. As a reaction SMILES: [CH3:25][CH2:26][OH:27].[OH:1][c:2]1[c:3]([C:21]([CH3:22])([CH3:23])[CH3:24])[cH:4][c:5]([CH2:6][NH:7][n:8]2[c:9]([S:13][CH3:14])[n:10][cH:11][cH:12]2)[cH:15][c:16]1[C:17]([CH3:18])([CH3:19])[CH3:20]>>[OH:1][c:2]1[c:3]([C:21]([CH3:22])([CH3:23])[CH3:24])[cH:4][c:5]([CH2:6][NH:7][n:8]2[cH:9][n:10][cH:11][cH:12]2)[cH:15][c:16]1[C:17]([CH3:18])([CH3:19])[CH3:20].